From a dataset of the Open Reaction Database (ORD), a public repository of structured organic reaction records. describe an organic reaction: reactants, conditions, products, and yield Reaction conditions: temperature 0 celsius, time 10 minute. Yield: 10.9%. Reported procedure: To a solution of 4-[4-(2-methyl-quinolin-4-ylmethoxy)-benzenesulfonylamino]-piperidine-3-carboxylic acid (0.210 g, 0.459 mmol) and 1-hydroxybenzotriazole (HOBT, 0.186 g, 1.38 mmol) in DMF (10 mL) was added 1-[3-(dimethylamino)propyl]-3-ethylcarbodiimide hydrochloride (0.264 g, 1.38 mmol) at 0° C. The reaction mixture stirred at 0° C. for 10 min, then warmed to 25° C. over 1.0 h. After re-cooling the reaction to 0° C., hydroxylamine (50% by wt in water solution, 0.5 mL, 4.6 mmol) was added. The r... The reactants are NO (hydroxylamine), C(=O)O (formic acid), CC1=NC2=CC=CC=C2C(=C1)COC1=CC=C(C=C1)S(=O)(=O)NC1C(CNCC1)C(=O)O (4-[4-(2-methyl-quinolin-4-ylmethoxy)-benzenesulfonylamino]-piperidine-3-carboxylic acid), ON1N=NC2=C1C=CC=C2 (1-hydroxybenzotriazole), Cl.CN(CCCN=C=NCC)C (1-[3-(dimethylamino)propyl]-3-ethylcarbodiimide hydrochloride). Reaction SMILES: [CH3:1][C:2]1[CH:11]=[C:10]([CH2:12][O:13][C:14]2[CH:19]=[CH:18][C:17]([S:20]([NH:23][CH:24]3[CH2:29][CH2:28][NH:27][CH2:26][CH:25]3[C:30](O)=[O:31])(=[O:22])=[O:21])=[CH:16][CH:15]=2)[C:9]2[C:4](=[CH:5][CH:6]=[CH:7][CH:8]=2)[N:3]=1.[OH:33][N:34]1C2C=CC=CC=2N=N1.Cl.CN(C)CCCN=C=NCC.NO.[CH:57](O)=[O:58]>CN(C=O)C>[OH:33][NH:34][C:30]([C@@H:25]1[C@H:24]([NH:23][S:20]([C:17]2[CH:18]=[CH:19][C:14]([O:13][CH2:12][C:10]3[C:9]4[C:4](=[CH:5][CH:6]=[CH:7][CH:8]=4)[N:3]=[C:2]([CH3:1])[CH:11]=3)=[CH:15][CH:16]=2)(=[O:22])=[O:21])[CH2:29][CH2:28][N:27]([CH:57]=[O:58])[CH2:26]1)=[O:31] |f:2.3|. Product: ONC(=O)[C@H]1CN(CC[C@H]1NS(=O)(=O)C1=CC=C(C=C1)OCC1=CC(=NC2=CC=CC=C12)C)C=O ((3S,4R)-1 -formyl-4-[4-(2-methyl-quinolin-4-ylmethoxy)-benzenesulfonyl amino]-piperidine-3-carboxylic acid hydroxyamide). Run in CN(C)C=O (DMF). Reactants: [H-].[Al+3].[Li+].[H-].[H-].[H-] (Lithium aluminium hydride), O1CCCC1 (tetrahydrofuran), COC1=CC=C(C=C1)CCC(=O)N (3-(4-methoxyphenyl)propanamide). Run in O (water). The product is COC1=CC=C(C=C1)CCCN (3-(4-Methoxyphenyl)propylamine). Yield: 47.6%. RXN SMILES: [H-].[Al+3].[Li+].[H-].[H-].[H-].O1CCCC1.[CH3:12][O:13][C:14]1[CH:19]=[CH:18][C:17]([CH2:20][CH2:21][C:22]([NH2:24])=O)=[CH:16][CH:15]=1>O>[CH3:12][O:13][C:14]1[CH:19]=[CH:18][C:17]([CH2:20][CH2:21][CH2:22][NH2:24])=[CH:16][CH:15]=1 |f:0.1.2.3.4.5|. Reported procedure: Lithium aluminium hydride (0.01 mol) and tetrahydrofuran (500 ml) were placed in a 1 liter flask fitted with a soxhlet extractor, with 3-(4-methoxyphenyl)propanamide (0.056 mol) in the extraction thimble. The reaction was refluxed 3 hours, was cooled and water (3.5 ml) was carefully added. After the mixture was sequentially extracted with 10% aqueous sodium hydroxide (3.5 ml) and water (10.5 ml), the mixture was filtered and concentrated. The crude product was distilled (Kugelrohr) to yield 4.4 ... The reactants are N1C=CC2=CC=CC(=C12)C(=O)O (Indole-7-carboxylic acid), CN(CCN)C (N,N-dimethylethylenediamine). Run in CN(C=O)C (dimethylformamide). Conditions: time 2 hour. Product: CN(CCNC(=O)C=1C=CC=C2C=CNC12)C (N-[2-(dimethylamino)ethyl]-1H-indole-7-carboxamide). Yield: 47.6%. Reaction SMILES: [NH:1]1[C:9]2[C:4](=[CH:5][CH:6]=[CH:7][C:8]=2[C:10]([OH:12])=O)[CH:3]=[CH:2]1.[CH3:13][N:14]([CH3:18])[CH2:15][CH2:16][NH2:17]>CN(C)C=O>[CH3:13][N:14]([CH3:18])[CH2:15][CH2:16][NH:17][C:10]([C:8]1[CH:7]=[CH:6][CH:5]=[C:4]2[C:9]=1[NH:1][CH:2]=[CH:3]2)=[O:12]. Procedure details: Indole-7-carboxylic acid (3.20 g, 0.020 mole) was dissolved in 50 ml of dimethylformamide (DMF) and 3.3 g (0.020 mole) of N,N'-carbonyldiimidazolewas added. After stirring for 2 hours at room temperature, 2.0 g (0.023 mole) of N,N-dimethylethylenediamine was added, and stirring was continuedfor an additional 1 hour. At the end of this time the solvent was removed at a pressure of 0.1 mm Hg (50° C.) and the remaining residue was triturated with a minimum of H2O and the crude product was filtered ... Starting materials: Cl.NCCC(=O)OCC (ethyl 3-aminopropanoate hydrochloride), FC(C(=O)O)(C1=NC=C(C=C1)F)F (2,2-difluoro-2-(5-fluoropyridin-2-yl)acetic acid), NC1=C(C(=O)O)C=CC=C1Br (2-amino-3-bromobenzoic acid), P(OC1=CC=CC=C1)(OC1=CC=CC=C1)OC1=CC=CC=C1 (triphenyl phosphite). Run in N1=CC=CC=C1 (pyridine). Run at temperature 150 celsius, time 2 hour. Yields the product BrC=1C=CC=C2C(=NC(=NC12)C(C1=NC=C(C=C1)F)(F)F)O (8-bromo-2-(difluoro(5-fluoropyridin-2-yl)methyl)quinazolin-4-ol). Yield: 51.9%. RXN SMILES: [F:1][C:2]([F:13])([C:6]1[CH:11]=[CH:10][C:9]([F:12])=[CH:8][N:7]=1)[C:3](O)=O.[NH2:14][C:15]1[C:23]([Br:24])=[CH:22][CH:21]=[CH:20][C:16]=1[C:17](O)=[O:18].P(OC1C=CC=CC=1)(OC1C=CC=CC=1)OC1C=CC=CC=1.Cl.[NH2:48]CCC(OCC)=O>N1C=CC=CC=1>[Br:24][C:23]1[CH:22]=[CH:21][CH:20]=[C:16]2[C:15]=1[N:14]=[C:3]([C:2]([F:13])([F:1])[C:6]1[CH:11]=[CH:10][C:9]([F:12])=[CH:8][N:7]=1)[N:48]=[C:17]2[OH:18] |f:3.4|. Procedure: To 2,2-difluoro-2-(5-fluoropyridin-2-yl)acetic acid from Example 33 step A (440 mg, 2.31 mmol) and 2-amino-3-bromobenzoic acid (0.5 g, 2.31 mmol) in pyridine (8 mL) was added triphenyl phosphite (0.667 mL, 2.54 mmol) and the mixture was heated in a microwave synthesizer at 150° C. for 10 min. The mixture was cooled to rt and then ethyl 3-aminopropanoate hydrochloride (396 mg, 2.54 mmol) was added and the mixture was heated in a microwave synthesizer at 180° C. for 3 min. The mixture was concentr... Yield: 96.5%. The reactants are COC([C@@H](NC(C(C(O)C1CCCCC1)C1=CC2=C(C=C1)OCO2)=O)CC2=CNC1=CC=CC=C21)=O (N-[(2RS,3RS)-2-(3,4-methylenedioxyphenyl)-3-cyclohexyl-3-hydroxypropionyl]-L-tryptophan methyl ester), [OH-].[Na+] (sodium hydroxide). Run at time 1 hour. Procedure details: To a solution of N-[(2RS,3RS)-2-(3,4-methylenedioxyphenyl)-3-cyclohexyl-3-hydroxypropionyl]-L-tryptophan methyl ester (160 mg) in MeOH (2 ml) was added 1M aqueous sodium hydroxide solution (1 ml) at room temperature. After being stirred for 1 hours at the same temperature, the mixture was concentrated in vacuo. The residue was dissolved in 1N hydrochloric acid (5 ml) and ethyl acetate (10 ml) and the organic layer was washed with brine, dried over magnesium sulfate, and concentrated in vacuo to ... As a reaction SMILES: C[O:2][C:3](=[O:36])[C@H:4]([CH2:26][C:27]1[C:35]2[C:30](=[CH:31][CH:32]=[CH:33][CH:34]=2)[NH:29][CH:28]=1)[NH:5][C:6](=[O:25])[CH:7]([C:16]1[CH:21]=[CH:20][C:19]2[O:22][CH2:23][O:24][C:18]=2[CH:17]=1)[CH:8]([CH:10]1[CH2:15][CH2:14][CH2:13][CH2:12][CH2:11]1)[OH:9].[OH-].[Na+]>CO>[CH2:23]1[O:22][C:19]2[CH:20]=[CH:21][C:16]([CH:7]([CH:8]([CH:10]3[CH2:15][CH2:14][CH2:13][CH2:12][CH2:11]3)[OH:9])[C:6]([NH:5][C@H:4]([C:3]([OH:36])=[O:2])[CH2:26][C:27]3[C:35]4[C:30](=[CH:31][CH:32]=[CH:33][CH:34]=4)[NH:29][CH:28]=3)=[O:25])=[CH:17][C:18]=2[O:24]1 |f:1.2|. Product: C1OC=2C=C(C=CC2O1)C(C(=O)N[C@@H](CC1=CNC2=CC=CC=C12)C(=O)O)C(O)C1CCCCC1 (N-[(2RS,3RS)-2-(3,4-methylenedioxyphenyl)-3-cyclohexyl-3-hydroxypropionyl]-L-tryptophan). Run in CO (MeOH). Reactants: ClC1=CC(=C(C=C1OCC(=O)OCCCCC)[N+](=O)[O-])F (4-chloro-2-fluoro-5-(pentyloxycarbonylmethyloxy)nitrobenzene), O (water). The reagents and catalysts are [Fe] (iron). The solvent is C(C)(=O)O (acetic acid), C(C)(=O)O (acetic acid). Run at temperature 80 celsius, time 1 hour. The product is ClC1=CC(=C(N)C=C1OCC(=O)OCCCCC)F (4-chloro-2-fluoro-5-(pentyloxycarbonylmethyloxy)aniline). Isolated yield 75.2%. RXN SMILES: O.[Cl:2][C:3]1[C:8]([O:9][CH2:10][C:11]([O:13][CH2:14][CH2:15][CH2:16][CH2:17][CH3:18])=[O:12])=[CH:7][C:6]([N+:19]([O-])=O)=[C:5]([F:22])[CH:4]=1>C(O)(=O)C.[Fe]>[Cl:2][C:3]1[C:8]([O:9][CH2:10][C:11]([O:13][CH2:14][CH2:15][CH2:16][CH2:17][CH3:18])=[O:12])=[CH:7][C:6]([NH2:19])=[C:5]([F:22])[CH:4]=1. Procedure details: A mixture of iron powders (115 g), acetic acid (29 g) and water (551 g) was heated at 80° C., and a solution of the compound (III) (132 g) in acetic acid (200 g) was dropwise added thereto in 1 hour, followed by heating under reflux for 5 hours. The reaction mixture was filtered to remove insoluble materials, and the filtrate was extracted with ethyl acetate. The extract was concentrated under reduced pressure. The residue was distilled off under reduced pressure to give 4-chloro-2-fluoro-5-(pen... Starting materials: O=C([O-])[O-], CCOC(C)=O, Cc1ccccc1O, Clc1ccc(Cl)nn1, [K+], [K+]. Product: Cc1ccccc1Oc1ccc(Cl)nn1. As a reaction SMILES: [C:17](=[O:18])([O-:19])[O-:20].[CH3:23][CH2:24][O:25][C:26](=[O:27])[CH3:28].[CH3:9][c:10]1[cH:11][cH:12][cH:13][cH:14][c:15]1[OH:16].[Cl:1][c:2]1[n:3][n:4][c:5]([Cl:8])[cH:6][cH:7]1.[K+:21].[K+:22]>>[Cl:1][c:2]1[n:3][n:4][c:5]([O:16][c:15]2[c:10]([CH3:9])[cH:11][cH:12][cH:13][cH:14]2)[cH:6][cH:7]1. Run at time 2 hour. Reaction SMILES: [N+:1]([C:4]1[CH:12]=[CH:11][C:7]([C:8]([OH:10])=[O:9])=[C:6]([NH:13][C:14](=[O:19])[C:15]([F:18])([F:17])[F:16])[CH:5]=1)([O-:3])=[O:2].CN(C1C=CC=CN=1)C.[CH2:29]([N:36]1[CH2:41][CH2:40][CH:39](O)[CH2:38][CH2:37]1)[C:30]1[CH:35]=[CH:34][CH:33]=[CH:32][CH:31]=1.Cl.C(N=C=NCCCN(C)C)C>CN(C)C=O>[N+:1]([C:4]1[CH:12]=[CH:11][C:7]([C:8]([O:10][CH:39]2[CH2:38][CH2:37][N:36]([CH2:29][C:30]3[CH:35]=[CH:34][CH:33]=[CH:32][CH:31]=3)[CH2:41][CH2:40]2)=[O:9])=[C:6]([NH:13][C:14](=[O:19])[C:15]([F:16])([F:17])[F:18])[CH:5]=1)([O-:3])=[O:2] |f:3.4|. The product is [N+](=O)([O-])C1=CC(=C(C(=O)OC2CCN(CC2)CC2=CC=CC=C2)C=C1)NC(C(F)(F)F)=O (1-benzyl-piperidin-4-yl 4-nitro-2-trifluoroacetamido-benzoate). Starting materials: [N+](=O)([O-])C1=CC(=C(C(=O)O)C=C1)NC(C(F)(F)F)=O (4-nitro-2-trifluoroacetamido-benzoic acid), C(C1=CC=CC=C1)N1CCC(CC1)O (1-benzyl-4-hydroxy-piperidine), Cl.C(C)N=C=NCCCN(C)C (N-ethyl-N'-(3-dimethylaminopropyl)-carbodiimide hydrochloride), CN(C)C1=NC=CC=C1 (dimethylaminopyridine). Run in CN(C=O)C (dimethylformamide). The yield is 44.3%. Procedure details: 0.39 g (0.0014 mol) of 4-nitro-2-trifluoroacetamido-benzoic acid was dissolved in 7 ml of dimethylformamide, treated with 0.0855 g (0.0007 mol) of dimethylaminopyridine and cooled to 0°. 0.268 g (0.0014 mol) of 1-benzyl-4-hydroxy-piperidine and 0.295 g (0.00154 mol) of N-ethyl-N'-(3-dimethylaminopropyl)-carbodiimide hydrochloride were added and the mixture was stirred at 0° for 2 hrs. Thereafter, the mixture was warmed to room temperature. The mixture was stirred at room temperature for 48 hrs.,... Reactants: C1CCC(CC1)N=C=NC2CCCCC2 (DCC), N([C@@H](CC(C)C)C(=O)O)C(=O)OCC1=CC=CC=C1 (Z-Leu-OH), N[C@@H](CCCNC(N)=N)C(=O)OCC.Cl.Cl (H-Arg-OEt.2HCl), CN1CCOCC1 (N-methylmorpholine). Run in DMF THF(1/1). Conditions: temperature 0 celsius, time 15 hour. The product is N([C@@H](CC(C)C)C(=O)N[C@@H](CCCNC(N)=N)C(=O)OCC)C(=O)OCC1=CC=CC=C1 (Z-Leu-Arg-OEt). RXN SMILES: [NH:1]([C:10]([O:12][CH2:13][C:14]1[CH:19]=[CH:18][CH:17]=[CH:16][CH:15]=1)=[O:11])[C@H:2]([C:7]([OH:9])=O)[CH2:3][CH:4]([CH3:6])[CH3:5].[NH2:20][C@H:21]([C:29]([O:31][CH2:32][CH3:33])=[O:30])[CH2:22][CH2:23][CH2:24][NH:25][C:26](=[NH:28])[NH2:27].Cl.Cl.CN1CCOCC1.C1CCC(N=C=NC2CCCCC2)CC1>>[NH:1]([C:10]([O:12][CH2:13][C:14]1[CH:19]=[CH:18][CH:17]=[CH:16][CH:15]=1)=[O:11])[C@H:2]([C:7]([NH:20][C@H:21]([C:29]([O:31][CH2:32][CH3:33])=[O:30])[CH2:22][CH2:23][CH2:24][NH:25][C:26](=[NH:27])[NH2:28])=[O:9])[CH2:3][CH:4]([CH3:5])[CH3:6] |f:1.2.3|. Procedure details: Z-Leu-OH 172.5 g and H-Arg-OEt.2HCl 178.9 g were added to 800 mL of a DMF/THF(1/1) mixed solution. The solution was neutralized by adding 143 mL of N-methylmorpholine at 0° C. Next 147.5 mL of DCC was added to the solution and then it was stirred at 0° C. for 5 minutes and at room temperature for 15 hours. The reaction solution was concentrated under reduced pressure then 1000 mL of water was added to the residue obtained. After the product was washed twice with 500 mL of ethyl acetate, the aque... Starting materials: FC1=CC=C(C=C1)C(O)(C1CCNCC1)C1=CC=C(C=C1)F (α,α-bis(4-fluorophenyl)-4-piperidinemethanol), C(C)OC(CC1=CC(=C(C=C1)OCCCCl)OC)=O (4-(3-chloropropoxy)-3-methoxybenzeneacetic acid ethyl ester), C([O-])([O-])=O.[Na+].[Na+] (sodium carbonate), [I-].[K+] (potassium iodide). The solvent is C(C)#N (acetonitrile). Product: ethyl ester, O.[Na+].FC1=CC=C(C=C1)C(C1CCN(CC1)CCCOC1=C(C=C(C=C1)CC(=O)[O-])OC)(O)C1=CC=C(C=C1)F (4-[3-[4-[Bis(4-fluorophenyl)hydroxymethyl]-1-piperidinyl]propoxy]-3-methoxybenzeneacetic acid sodium salt hydrate). Reaction SMILES: [F:1][C:2]1[CH:7]=[CH:6][C:5]([C:8]([C:16]2[CH:21]=[CH:20][C:19]([F:22])=[CH:18][CH:17]=2)([CH:10]2[CH2:15][CH2:14][NH:13][CH2:12][CH2:11]2)[OH:9])=[CH:4][CH:3]=1.C([O:25][C:26](=[O:41])[CH2:27][C:28]1[CH:33]=[CH:32][C:31]([O:34][CH2:35][CH2:36][CH2:37]Cl)=[C:30]([O:39][CH3:40])[CH:29]=1)C.C(=O)([O-])[O-].[Na+:46].[Na+].[I-].[K+]>C(#N)C>[OH2:9].[Na+:46].[F:1][C:2]1[CH:7]=[CH:6][C:5]([C:8]([C:16]2[CH:17]=[CH:18][C:19]([F:22])=[CH:20][CH:21]=2)([OH:9])[CH:10]2[CH2:11][CH2:12][N:13]([CH2:37][CH2:36][CH2:35][O:34][C:31]3[CH:32]=[CH:33][C:28]([CH2:27][C:26]([O-:41])=[O:25])=[CH:29][C:30]=3[O:39][CH3:40])[CH2:14][CH2:15]2)=[CH:4][CH:3]=1 |f:2.3.4,5.6,8.9.10|. Reported procedure: A mixture of 3.0 g (0.01 mole) of α,α-bis(4-fluorophenyl)-4-piperidinemethanol, 2.9 g (0.01 mole) of 4-(3-chloropropoxy)-3-methoxybenzeneacetic acid ethyl ester, 5.3 g (0.05 mole) of anhydrous sodium carbonate and 0.3 g of potassium iodide in 150 ml of acetonitrile was heated at reflux temperature for 20 hr. The mixture was concentrated under reduced pressure and the residue partitioned between benzene and water. The benzene layer was washed with water and brine, dried over sodium sulfate, and c...